This data is from the Open Reaction Database (ORD), a public repository of structured organic reaction records. The task is: describe an organic reaction: reactants, conditions, products, and yield Starting materials: CN1CCC(CC1)C(=O)C1=C(C=CC(=C1)F)N (2-amino-5-fluorophenyl 1-methyl-4-piperidyl ketone), ClC1=C(C=CC=C1)[N+](=O)[O-] (o-chloronitrobenzene). The product is CN1CCC(CC1)C(=O)C1=C(C=CC(=C1)F)NC1=C(C=CC=C1)[N+](=O)[O-] (5-fluoro-2-(o-nitroanilino)-phenyl 1-methyl-4-piperidyl ketone). As a reaction SMILES: [CH3:1][N:2]1[CH2:7][CH2:6][CH:5]([C:8]([C:10]2[CH:15]=[C:14]([F:16])[CH:13]=[CH:12][C:11]=2[NH2:17])=[O:9])[CH2:4][CH2:3]1.Cl[C:19]1[CH:24]=[CH:23][CH:22]=[CH:21][C:20]=1[N+:25]([O-:27])=[O:26]>>[CH3:1][N:2]1[CH2:3][CH2:4][CH:5]([C:8]([C:10]2[CH:15]=[C:14]([F:16])[CH:13]=[CH:12][C:11]=2[NH:17][C:19]2[CH:24]=[CH:23][CH:22]=[CH:21][C:20]=2[N+:25]([O-:27])=[O:26])=[O:9])[CH2:6][CH2:7]1. Procedure details: By analogous procedures as in Examples 6 and 10, using the corresponding starting materials, 2-amino-5-fluorophenyl 1-methyl-4-piperidyl ketone is prepared and reacted with o-chloronitrobenzene to give 5-fluoro-2-(o-nitroanilino)-phenyl 1-methyl-4-piperidyl ketone. This intermediate is then reduced and cyclized in the presence of an acidic catalyst to give 2-fluoro-11-(1-methyl-4-piperidyl)-5H-dibenzo-[b,e][1,4]diazepine. Procedure details: Potassium carbonate (1.6 g, 11.5 mmol, 3.0 equiv) was dissolved in water (15 mL) and added to compound 8A (1.0 g, 3.9 mmol, 1.0 equiv) and boronic acid 11 (2.0 g, 5.4 mmol, 1.4 equiv) in dioxane (30 mL). A stream of nitrogen was bubbled through the solution for 15 min and tetrakis(triphenylphosphine)palladium(0) (0.02 g, 0.02 mmol, 0.005 equiv) was added to the reaction. The reaction was refluxed for 4 hr at which point LC/MS and TLC indicated the reaction not to be complete. More of the boronat... The reactants are BrC1=NC(=CC=C1)C(=C)C1=CC=CC=C1 (2-Bromo-6-(1-phenylvinyl)pyridine), B(O)O (boronic acid), O1CCOCC1 (dioxane), C([O-])([O-])=O.[K+].[K+] (Potassium carbonate), B([O-])[O-] (boronate). RXN SMILES: C(=O)([O-])[O-].[K+].[K+].Br[C:8]1[CH:13]=[CH:12][CH:11]=[C:10]([C:14]([C:16]2[CH:21]=[CH:20][CH:19]=[CH:18][CH:17]=2)=[CH2:15])[N:9]=1.B(O)O.B([O-])[O-].O1[CH2:33][CH2:32][O:31][CH2:30][CH2:29]1>O.C(OCC)(=O)C.C1C=CC([P]([Pd]([P](C2C=CC=CC=2)(C2C=CC=CC=2)C2C=CC=CC=2)([P](C2C=CC=CC=2)(C2C=CC=CC=2)C2C=CC=CC=2)[P](C2C=CC=CC=2)(C2C=CC=CC=2)C2C=CC=CC=2)(C2C=CC=CC=2)C2C=CC=CC=2)=CC=1.[Pd]>[CH2:30]([O:31][C:32]1[C:33]([C:14]([CH3:16])([CH3:15])[CH3:10])=[CH:11][CH:12]=[CH:13][C:8]=1[C:8]1[CH:13]=[CH:12][CH:11]=[C:10]([C:14]([C:16]2[CH:21]=[CH:20][CH:19]=[CH:18][CH:17]=2)=[CH2:15])[N:9]=1)[C:29]1[CH:21]=[CH:20][CH:19]=[CH:18][CH:17]=1 |f:0.1.2,^1:44,46,65,84|. Solvent: O (water), C(C)(=O)OCC (ethyl acetate). Reagents/catalysts: C=1C=CC(=CC1)[P](C=2C=CC=CC2)(C=3C=CC=CC3)[Pd]([P](C=4C=CC=CC4)(C=5C=CC=CC5)C=6C=CC=CC6)([P](C=7C=CC=CC7)(C=8C=CC=CC8)C=9C=CC=CC9)[P](C=1C=CC=CC1)(C=1C=CC=CC1)C=1C=CC=CC1 (tetrakis(triphenylphosphine)palladium(0)), [Pd] (palladium). Conditions: time 4 hour. Product: C(C1=CC=CC=C1)OC1=C(C=CC=C1C(C)(C)C)C1=NC(=CC=C1)C(=C)C1=CC=CC=C1 (2-(2-(Benzyloxy)-3-tert-butylphenyl)-6-(1-phenylvinyl)pyridine). Yield: 80.0%. The reactants are COc1ccc(CN2CCCCCC=CC3CC3(C(=O)NS(=O)(=O)C3CC3)NC(=O)C3CC(Oc4cc(-c5nc(C(C)C)cs5)nc5c(C)c(OC)ccc45)CN3C2=O)cc1, ClCCl, O=C(O)C(F)(F)F, [Na+], O=C([O-])O, O. Product: COc1ccc2c(OC3CC4C(=O)NC5(C(=O)NS(=O)(=O)C6CC6)CC5C=CCCCCCNC(=O)N4C3)cc(-c3nc(C(C)C)cs3)nc2c1C. Reaction SMILES: [CH:8]([CH3:9])([CH3:10])[c:11]1[n:12][c:13](-[c:16]2[n:17][c:18]3[c:19]([CH3:68])[c:20]([O:66][CH3:67])[cH:21][cH:22][c:23]3[c:24]([O:26][CH:27]3[CH2:28][N:29]4[C:30](=[O:65])[N:31]([CH2:56][c:57]5[cH:58][cH:59][c:60]([O:61][CH3:62])[cH:63][cH:64]5)[CH2:32][CH2:33][CH2:34][CH2:35][CH2:36][CH:37]=[CH:38][CH:39]5[CH2:40][C:41]5([C:47](=[O:48])[NH:49][S:50](=[O:51])(=[O:52])[CH:53]5[CH2:54][CH2:55]5)[NH:42][C:43](=[O:46])[CH:44]4[CH2:45]3)[cH:25]2)[s:14][cH:15]1.[Cl:75][CH2:76][Cl:77].[F:1][C:2]([F:3])([F:4])[C:5]([OH:6])=[O:7].[Na+:74].[O-:70][C:71]([OH:72])=[O:73].[OH2:69]>>[CH:8]([CH3:9])([CH3:10])[c:11]1[n:12][c:13](-[c:16]2[n:17][c:18]3[c:19]([CH3:68])[c:20]([O:66][CH3:67])[cH:21][cH:22][c:23]3[c:24]([O:26][CH:27]3[CH2:28][N:29]4[C:30](=[O:65])[NH:31][CH2:32][CH2:33][CH2:34][CH2:35][CH2:36][CH:37]=[CH:38][CH:39]5[CH2:40][C:41]5([C:47](=[O:48])[NH:49][S:50](=[O:51])(=[O:52])[CH:53]5[CH2:54][CH2:55]5)[NH:42][C:43](=[O:46])[CH:44]4[CH2:45]3)[cH:25]2)[s:14][cH:15]1. Starting materials: CC1(C)CCCc2cccc(C(=O)O)c2O1, CCOC(C)=O, O=C1CCC(=O)N1Cl, CN(C)C=O. The product is CC1(C)CCCc2cc(Cl)cc(C(=O)O)c2O1. As a reaction SMILES: [CH3:1][C:2]1([CH3:16])[O:3][c:4]2[c:5]([cH:9][cH:10][cH:11][c:12]2[C:13](=[O:14])[OH:15])[CH2:6][CH2:7][CH2:8]1.[CH3:30][CH2:31][O:32][C:33](=[O:34])[CH3:35].[Cl:17][N:18]1[C:19](=[O:20])[CH2:21][CH2:22][C:23]1=[O:24].[O:25]=[CH:26][N:27]([CH3:28])[CH3:29]>>[CH3:1][C:2]1([CH3:16])[O:3][c:4]2[c:5]([cH:9][c:10]([Cl:17])[cH:11][c:12]2[C:13](=[O:14])[OH:15])[CH2:6][CH2:7][CH2:8]1.